From a dataset of the Open Reaction Database (ORD), a public repository of structured organic reaction records. describe an organic reaction: reactants, conditions, products, and yield The reactants are C(C=C)N1N=C(C2=CC(=CC=C12)C(F)(F)F)NCC(=O)NC1CNC1 (2-(1-allyl-5-trifluoromethyl-1H-indazol-3-ylamino)-N-azetidin-3-yl-acetamide), C1(CCC(CC1)=O)C1CCCCC1 (bicyclohexyl-4-one). Yields the product C(C=C)N1N=C(C2=CC(=CC=C12)C(F)(F)F)NCC(=O)NC1CN(C1)C1CCC(CC1)C1CCCCC1 (2-(1-Allyl-5-trifluoromethyl-1H-indazol-3-ylamino)-N-(1-bicyclohexyl-4-yl-azetidin-3-yl)-acetamide). As a reaction SMILES: [CH2:1]([N:4]1[C:12]2[C:7](=[CH:8][C:9]([C:13]([F:16])([F:15])[F:14])=[CH:10][CH:11]=2)[C:6]([NH:17][CH2:18][C:19]([NH:21][CH:22]2[CH2:25][NH:24][CH2:23]2)=[O:20])=[N:5]1)[CH:2]=[CH2:3].[CH:26]1([CH:33]2[CH2:38][CH2:37][CH2:36][CH2:35][CH2:34]2)[CH2:31][CH2:30][C:29](=O)[CH2:28][CH2:27]1>>[CH2:1]([N:4]1[C:12]2[C:7](=[CH:8][C:9]([C:13]([F:16])([F:14])[F:15])=[CH:10][CH:11]=2)[C:6]([NH:17][CH2:18][C:19]([NH:21][CH:22]2[CH2:23][N:24]([CH:36]3[CH2:37][CH2:38][CH:33]([CH:26]4[CH2:31][CH2:30][CH2:29][CH2:28][CH2:27]4)[CH2:34][CH2:35]3)[CH2:25]2)=[O:20])=[N:5]1)[CH:2]=[CH2:3]. Procedure: The title compound was prepared as a white solid from reaction of 2-(1-allyl-5-trifluoromethyl-1H-indazol-3-ylamino)-N-azetidin-3-yl-acetamide and bicyclohexyl-4-one using the procedure described in Step E of Example 1. Reactants: C(C)N1C(=O)N(C=2N=C(NC2C1=O)\C=C\C1=CC(=CC=C1)OC)CC ((E)-1,3-Diethyl-8-(3-methoxystyryl)xanthine), C([O-])([O-])=O.[K+].[K+] (potassium carbonate), CI (methyl iodide). The solvent is CN(C=O)C (dimethylformamide). Run at temperature 50 celsius, time 30 minute. The product is C(C)N1C(=O)N(C=2N=C(N(C2C1=O)C)\C=C\C1=CC(=CC=C1)OC)CC ((E)-1,3-Diethyl-8-(3-methoxystyryl)-7-methylxanthine). The yield is 62.1%. Reaction SMILES: [CH2:1]([N:3]1[C:12](=[O:13])[C:11]2[NH:10][C:9](/[CH:14]=[CH:15]/[C:16]3[CH:21]=[CH:20][CH:19]=[C:18]([O:22][CH3:23])[CH:17]=3)=[N:8][C:7]=2[N:6]([CH2:24][CH3:25])[C:4]1=[O:5])[CH3:2].[C:26](=O)([O-])[O-].[K+].[K+].CI>CN(C)C=O>[CH2:1]([N:3]1[C:12](=[O:13])[C:11]2[N:10]([CH3:26])[C:9](/[CH:14]=[CH:15]/[C:16]3[CH:21]=[CH:20][CH:19]=[C:18]([O:22][CH3:23])[CH:17]=3)=[N:8][C:7]=2[N:6]([CH2:24][CH3:25])[C:4]1=[O:5])[CH3:2] |f:1.2.3|. Reported procedure: Compound r (1.70 g, 5.0 mmol) obtained in Reference Example 17 was dissolved in 40 ml of dimethylformamide. To the solution were added 1.73 g (12.5 mmol) of potassium carbonate and subsequently 0.62 ml (10.0 mmol) of methyl iodide, and the resulting mixture was stirred at 50° C. for 30 minutes. After cooling, insoluble matters were filtered off, and 100 ml of water was added to the filtrate. The mixture was extracted three times with 50 ml of chloroform. The extract was washed twice with water a... The reactants are CN1CCN(c2ccc(N)cc2)CC1, CC(=O)O, CCNc1cc(Cl)ncn1, O. Yields the product CCNc1cc(Nc2ccc(N3CCN(C)CC3)cc2)ncn1. RXN SMILES: [CH3:11][N:12]1[CH2:13][CH2:14][N:15]([c:18]2[cH:19][cH:20][c:21]([NH2:22])[cH:23][cH:24]2)[CH2:16][CH2:17]1.[CH3:26][C:27](=[O:28])[OH:29].[Cl:1][c:2]1[cH:3][c:4]([NH:8][CH2:9][CH3:10])[n:5][cH:6][n:7]1.[OH2:25]>>[c:2]1([NH:22][c:21]2[cH:20][cH:19][c:18]([N:15]3[CH2:14][CH2:13][N:12]([CH3:11])[CH2:17][CH2:16]3)[cH:24][cH:23]2)[cH:3][c:4]([NH:8][CH2:9][CH3:10])[n:5][cH:6][n:7]1. Reactants: C(#N)[BH3-].[Na+] (sodium cyanoborohydride), NC1=CC2=C(C(=C(O2)C2=CC=C(C=C2)F)C=2N(C=CN2)C(=O)OC(C)(C)C)C=C1C1=CC(=C(C=C1)OC)C(NC1(CC1)C1=NC=CC=N1)=O (tert-butyl 2-(6-amino-2-(4-fluorophenyl)-5-(4-methoxy-3-((1-(pyrimidin-2-yl)cyclopropyl)carbamoyl)phenyl)benzofuran-3-yl)-1H-imidazole-1-carboxylate), NC1=CC2=C(C(=C(O2)C2=CC=C(C=C2)F)C=2NC=CN2)C=C1C=1C=CC(=C(C(=O)NC2(CC2)C2=NC=CC=N2)C1)OC (5-(6-amino-2-(4-fluorophenyl)-3-(1H-imidazol-2-yl)benzofuran-5-yl)-2-methoxy-N-(1-(pyrimidin-2-yl)cyclopropyl)benzamide), C(C)=O (acetaldehyde). Solvent: CO (MeOH). Reaction conditions: temperature 0 celsius, time 45 minute. The product is C(C)NC1=CC2=C(C(=C(O2)C2=CC=C(C=C2)F)C=2NC=CN2)C=C1C=1C=CC(=C(C(=O)NC2(CC2)C2=NC=CC=N2)C1)OC (5-(6-(ethylamino)-2-(4-fluorophenyl)-3-(1H-imidazol-2-yl)benzofuran-5-yl)-2-methoxy-N-(1-(pyrimidin-2-yl)cyclopropyl)benzamide). As a reaction SMILES: [NH2:1][C:2]1[C:29]([C:30]2[CH:35]=[CH:34][C:33]([O:36][CH3:37])=[C:32]([C:38](=[O:49])[NH:39][C:40]3([C:43]4[N:48]=[CH:47][CH:46]=[CH:45][N:44]=4)[CH2:42][CH2:41]3)[CH:31]=2)=[CH:28][C:5]2[C:6]([C:16]3[N:17](C(OC(C)(C)C)=O)[CH:18]=[CH:19][N:20]=3)=[C:7]([C:9]3[CH:14]=[CH:13][C:12]([F:15])=[CH:11][CH:10]=3)[O:8][C:4]=2[CH:3]=1.N[C:51]1C(C2C=CC(OC)=C(C=2)C(NC2(C3N=CC=CN=3)CC2)=O)=CC2C(C3NC=CN=3)=C(C3C=CC(F)=CC=3)OC=2[CH:52]=1.C(=O)C.C([BH3-])#N.[Na+]>CO>[CH2:51]([NH:1][C:2]1[C:29]([C:30]2[CH:35]=[CH:34][C:33]([O:36][CH3:37])=[C:32]([CH:31]=2)[C:38]([NH:39][C:40]2([C:43]3[N:44]=[CH:45][CH:46]=[CH:47][N:48]=3)[CH2:42][CH2:41]2)=[O:49])=[CH:28][C:5]2[C:6]([C:16]3[NH:17][CH:18]=[CH:19][N:20]=3)=[C:7]([C:9]3[CH:10]=[CH:11][C:12]([F:15])=[CH:13][CH:14]=3)[O:8][C:4]=2[CH:3]=1)[CH3:52] |f:3.4|. Procedure: The above obtained mixture of tert-butyl 2-(6-amino-2-(4-fluorophenyl)-5-(4-methoxy-3-((1-(pyrimidin-2-yl)cyclopropyl)carbamoyl)phenyl)benzofuran-3-yl)-1H-imidazole-1-carboxylate and 5-(6-amino-2-(4-fluorophenyl)-3-(1H-imidazol-2-yl)benzofuran-5-yl)-2-methoxy-N-(1-(pyrimidin-2-yl)cyclopropyl)benzamide (170 mg, 0.257 mmol) in MeOH (25 mL) was cooled to 0° C. and then added with acetaldehyde (45.3 mg, 1.029 mmol). The reaction mixture was allowed to warm to rt and stirred for 45 min. The reaction ... Starting materials: ICC (iodoethane), ClC1=CC=C(C=C1)C1=C(C=2N(C(=N1)N1CC(C1)(C(=O)N)NCC)C(N(N2)CC)=O)C2=CC=C(C=C2)Cl (1-(7,8-bis(4-chlorophenyl)-2-ethyl-3-oxo-2,3-dihydro-[1,2,4]triazolo[4,3-c]pyrimidin-5-yl)-3-(ethylamino)azetidine-3-carboxamide), ClC1=NC(=C(C=2N1C(NN2)=O)C2=CC=C(C=C2)Cl)C2=CC=C(C=C2)Cl (5-chloro-7,8-bis(4-chlorophenyl)-[1,2,4]triazolo[4,3-c]pyrimidin-3(2H)-one), [Cl-] (chloride), amine. The product is ClC1=CC=C(C=C1)C1=C(C=2N(C(=N1)NCC1=NC=CC=C1)C(N(N2)CC)=O)C2=CC=C(C=C2)Cl (7,8-bis(4-chlorophenyl)-2-ethyl-5-(pyridin-2-ylmethylamino)-[1,2,4]triazolo[4,3-c]pyrimidin-3(2H)-one). Reaction SMILES: Cl[C:2]1N2C(=O)NN=C2C(C2C=CC(Cl)=CC=2)=C(C2C=CC(Cl)=CC=2)N=1.[Cl-].ICC.[Cl:30][C:31]1[CH:36]=[CH:35][C:34]([C:37]2[N:42]=[C:41]([N:43]3[CH2:46][C:45]([NH:50][CH2:51][CH3:52])(C(N)=O)[CH2:44]3)[N:40]3[C:53](=[O:58])[N:54]([CH2:56][CH3:57])[N:55]=[C:39]3[C:38]=2[C:59]2[CH:64]=[CH:63][C:62]([Cl:65])=[CH:61][CH:60]=2)=[CH:33][CH:32]=1>>[Cl:30][C:31]1[CH:36]=[CH:35][C:34]([C:37]2[N:42]=[C:41]([NH:43][CH2:46][C:45]3[CH:44]=[CH:2][CH:52]=[CH:51][N:50]=3)[N:40]3[C:53](=[O:58])[N:54]([CH2:56][CH3:57])[N:55]=[C:39]3[C:38]=2[C:59]2[CH:60]=[CH:61][C:62]([Cl:65])=[CH:63][CH:64]=2)=[CH:33][CH:32]=1. Procedure details: The title compound was prepared in two steps from 5-chloro-7,8-bis(4-chlorophenyl)-[1,2,4]triazolo[4,3-c]pyrimidin-3(2H)-one by nucleophilic displacement of chloride with the requisite amine, followed by alkylation with iodoethane, in a manner analogous to that in which 1-(7,8-bis(4-chlorophenyl)-2-ethyl-3-oxo-2,3-dihydro-[1,2,4]triazolo[4,3-c]pyrimidin-5-yl)-3-(ethylamino)azetidine-3-carboxamide was prepared. HPLC/MS: retention time=3.623 min, [M+H]30 =491. The reactants are CCCOC(=O)C(NC(=O)Cc1ccc(C(=O)OCc2ccccc2)c(OCC)c1)c1ccccc1N1CCCCC1, CCCO. Product: CCCOC(=O)C(NC(=O)Cc1ccc(C(=O)O)c(OCC)c1)c1ccccc1N1CCCCC1. As a reaction SMILES: [CH2:1]([CH3:2])[O:3][c:4]1[c:5]([C:6](=[O:7])[O:8][CH2:9][c:10]2[cH:11][cH:12][cH:13][cH:14][cH:15]2)[cH:16][cH:17][c:18]([CH2:20][C:21](=[O:22])[NH:23][CH:24]([c:25]2[c:26]([N:31]3[CH2:32][CH2:33][CH2:34][CH2:35][CH2:36]3)[cH:27][cH:28][cH:29][cH:30]2)[C:37](=[O:38])[O:39][CH2:40][CH2:41][CH3:42])[cH:19]1.[CH2:43]([OH:44])[CH2:45][CH3:46]>>[CH2:1]([CH3:2])[O:3][c:4]1[c:5]([C:6](=[O:7])[OH:8])[cH:16][cH:17][c:18]([CH2:20][C:21](=[O:22])[NH:23][CH:24]([c:25]2[c:26]([N:31]3[CH2:32][CH2:33][CH2:34][CH2:35][CH2:36]3)[cH:27][cH:28][cH:29][cH:30]2)[C:37](=[O:38])[O:39][CH2:40][CH2:41][CH3:42])[cH:19]1.